From a dataset of the Open Reaction Database (ORD), a public repository of structured organic reaction records. describe an organic reaction: reactants, conditions, products, and yield The reactants are C1CCCCC1, CC1=C(C)C(C)C(c2ccccc2C=O)=C1C, Cc1ccccc1, [Li]c1ccccc1, C1CCOC1, O. Product: CC1=C(C)C(C)C(c2ccccc2C(O)c2ccccc2)=C1C. As a reaction SMILES: [CH2:38]1[CH2:39][CH2:40][CH2:41][CH2:42][CH2:43]1.[CH3:1][C:2]1=[C:3]([c:10]2[c:11]([CH:12]=[O:13])[cH:14][cH:15][cH:16][cH:17]2)[CH:4]([CH3:9])[C:5]([CH3:8])=[C:6]1[CH3:7].[CH3:26][c:27]1[cH:28][cH:29][cH:30][cH:31][cH:32]1.[Li:18][c:19]1[cH:20][cH:21][cH:22][cH:23][cH:24]1.[O:33]1[CH2:34][CH2:35][CH2:36][CH2:37]1.[OH2:25]>>[CH3:1][C:2]1=[C:3]([c:10]2[c:11]([CH:12]([OH:13])[c:19]3[cH:20][cH:21][cH:22][cH:23][cH:24]3)[cH:14][cH:15][cH:16][cH:17]2)[CH:4]([CH3:9])[C:5]([CH3:8])=[C:6]1[CH3:7]. The yield is 92.4%. Procedure: 5 g of 3,4-dichlorophenylsulphonyl chloride are introduced, with stirring, into a mixture of 3,8 g of ethyl O-methyltyrosinate in 35 ml of CH2 Cl2 and 50 ml of a saturated aqueous potassium carbonate solution. After one night, the solid is removed, the organic phase separated and the aqueous phase reextracted with CH2Cl2. The dried organic phases are concentrated and the residue is chromatographed on a silica column, eluting with a mixture of CH2Cl2 and CH3OH (95/5-V/V). 6.8 g of racemic ethyl N... Solvent: C([O-])([O-])=O.[K+].[K+] (potassium carbonate). The product is ClC=1C=C(C=CC1Cl)S(=O)(=O)N[C@@H](CC1=CC=C(C=C1)OC)C(=O)OCC (racemic ethyl N-(3,4-dichlorophenylsulphonyl)-O-methyltyrosinate). Starting materials: COC1=CC=C(C[C@H](N)C(=O)OCC)C=C1 (ethyl O-methyltyrosinate), ClCl (Cl2), ClC=1C=C(C=CC1Cl)S(=O)(=O)Cl (3,4-dichlorophenylsulphonyl chloride). As a reaction SMILES: [Cl:1][C:2]1[CH:3]=[C:4]([S:9](Cl)(=[O:11])=[O:10])[CH:5]=[CH:6][C:7]=1[Cl:8].[CH3:13][O:14][C:15]1[CH:28]=[CH:27][C:18]([CH2:19][C@@H:20]([C:22]([O:24][CH2:25][CH3:26])=[O:23])[NH2:21])=[CH:17][CH:16]=1.ClCl>C(=O)([O-])[O-].[K+].[K+]>[Cl:1][C:2]1[CH:3]=[C:4]([S:9]([NH:21][C@H:20]([C:22]([O:24][CH2:25][CH3:26])=[O:23])[CH2:19][C:18]2[CH:17]=[CH:16][C:15]([O:14][CH3:13])=[CH:28][CH:27]=2)(=[O:11])=[O:10])[CH:5]=[CH:6][C:7]=1[Cl:8] |f:3.4.5|. Starting materials: C(C)N1C(=C(C2=CC=CC=C12)C(=O)C1=C(C(=O)O)C=CC=C1)C (2-(1-ethyl-2-methyl-3-indolylcarbonyl)benzoic acid), C(C)(=O)NC1=CC=C(NC2=CC=CC=C2)C=C1 (4-acetamido-N-phenylaniline). Product: C(C)N1C(=C(C2=CC=CC=C12)C1(OC(=O)C2=CC=CC=C12)N(C1=CC=CC=C1)C1=CC=C(C=C1)NC(C)=O)C (3-(1-ethyl-2-methyl-3-indolyl)-3-[N-(4-acetamidophenyl)-N-phenylamino]phthalide). Yield: 50.3%. RXN SMILES: [CH2:1]([N:3]1[C:11]2[C:6](=[CH:7][CH:8]=[CH:9][CH:10]=2)[C:5]([C:12]([C:14]2[CH:22]=[CH:21][CH:20]=[CH:19][C:15]=2[C:16]([OH:18])=O)=[O:13])=[C:4]1[CH3:23])[CH3:2].[C:24]([NH:27][C:28]1[CH:40]=[CH:39][C:31]([NH:32][C:33]2[CH:38]=[CH:37][CH:36]=[CH:35][CH:34]=2)=[CH:30][CH:29]=1)(=[O:26])[CH3:25]>>[CH2:1]([N:3]1[C:11]2[C:6](=[CH:7][CH:8]=[CH:9][CH:10]=2)[C:5]([C:12]2([N:32]([C:31]3[CH:39]=[CH:40][C:28]([NH:27][C:24](=[O:26])[CH3:25])=[CH:29][CH:30]=3)[C:33]3[CH:38]=[CH:37][CH:36]=[CH:35][CH:34]=3)[C:14]3[C:15](=[CH:19][CH:20]=[CH:21][CH:22]=3)[C:16](=[O:18])[O:13]2)=[C:4]1[CH3:23])[CH3:2]. Procedure: Following a procedure similar to that described in Example 1A but employing 4.5 g of 2-(1-ethyl-2-methyl-3-indolylcarbonyl)benzoic acid and 3.4 g of 4-acetamido-N-phenylaniline there was obtained 3.8 g of 3-(1-ethyl-2-methyl-3-indolyl)-3-[N-(4-acetamidophenyl)-N-phenylamino]phthalide, m.p. 93°-116° C. A toluene solution of the product contacted with acidic clay or phenolic resin developed a yellow-colored image. Reactants: CO, CCOC(=O)N1CCC(NC(=O)c2cc([N+](=O)[O-])c(Cl)cc2OC)C(OC)C1, [H][H], c1ccsc1. Product: CCOC(=O)N1CCC(NC(=O)c2cc(N)c(Cl)cc2OC)C(OC)C1. RXN SMILES: [CH3:36][OH:37].[Cl:1][c:2]1[cH:3][c:4]([O:27][CH3:28])[c:5]([C:6](=[O:7])[NH:8][CH:9]2[CH:10]([O:20][CH3:21])[CH2:11][N:12]([C:15](=[O:16])[O:17][CH2:18][CH3:19])[CH2:13][CH2:14]2)[cH:22][c:23]1[N+:24]([O-:25])=[O:26].[H:34][H:35].[cH:29]1[cH:30][s:31][cH:32][cH:33]1>>[Cl:1][c:2]1[cH:3][c:4]([O:27][CH3:28])[c:5]([C:6](=[O:7])[NH:8][CH:9]2[CH:10]([O:20][CH3:21])[CH2:11][N:12]([C:15](=[O:16])[O:17][CH2:18][CH3:19])[CH2:13][CH2:14]2)[cH:22][c:23]1[NH2:24]. The reactants are BrC1=CC=C(C=C1)S(=O)(=O)NC1=CC(=NC=C1)Cl (4-Bromo-N-(2-chloro-4-pyridinyl)benzenesulfonamide), C[C@@H]1CN(C[C@@H](N1)C)C1=CC(=NC=C1)N (4-[cis-3,5-dimethyl-1-piperazinyl]-2-pyridinamine), BrC1=C(C=C(C=C1)S(=O)(=O)Cl)F (4-bromo-3-fluorobenzenesulfonyl chloride). The product is BrC1=C(C=C(C=C1)S(=O)(=O)NC1=NC=CC(=C1)N1C[C@H](N[C@H](C1)C)C)F (4-Bromo-N-{4-[cis-3,5-dimethyl-1-piperazinyl]-2-pyridinyl}-3-fluorobenzenesulfonamide). As a reaction SMILES: BrC1C=CC(S(NC2C=CN=C(Cl)C=2)(=O)=O)=CC=1.[CH3:19][C@H:20]1[NH:25][C@@H:24]([CH3:26])[CH2:23][N:22]([C:27]2[CH:32]=[CH:31][N:30]=[C:29]([NH2:33])[CH:28]=2)[CH2:21]1.[Br:34][C:35]1[CH:40]=[CH:39][C:38]([S:41](Cl)(=[O:43])=[O:42])=[CH:37][C:36]=1[F:45]>>[Br:34][C:35]1[CH:40]=[CH:39][C:38]([S:41]([NH:33][C:29]2[CH:28]=[C:27]([N:22]3[CH2:23][C@H:24]([CH3:26])[NH:25][C@H:20]([CH3:19])[CH2:21]3)[CH:32]=[CH:31][N:30]=2)(=[O:43])=[O:42])=[CH:37][C:36]=1[F:45]. Procedure details: The title compound was prepared in a manner similar to 4-bromo-N-(2-chloro-4-pyridinyl)benzenesulfonamide (D3) using 4-[cis-3,5-dimethyl-1-piperazinyl]-2-pyridinamine (D21) and 4-bromo-3-fluorobenzenesulfonyl chloride as the starting materials. MS (ES+) m/e 443, 445 [M+H]+. The reactants are Cl.N1CCC2(CC1)C1=C(SC2)C=CC=C1 (Spiro(benzo[b] thiophene-3(2H),4'-piperidine) hydrochloride), C(C)(C)N(C(C)C)CC (N,N-diisopropylethylamine), BrCCCC(CN(S(=O)(=O)C1=CC=CC=C1)C)C1=CC(=CC=C1)Cl (N-(5-bromo-2-(3-chlorophenyl)pentyl)-N-methylbenzenesulfonamide). The reagents and catalysts are [I-].C(CCC)[N+](CCCC)(CCCC)CCCC (tetrabutylammonium iodide). The solvent is C(C)#N (acetonitrile). Reaction conditions: temperature 52 celsius, time 2 day. Yields the product ClC=1C=C(C=CC1)C(CN(S(=O)(=O)C1=CC=CC=C1)C)CCCN1CCC2(CC1)C1=C(SC2)C=CC=C1 (N-(2-(3-Chlorophenyl)-5-(spiro(benzo[b] thiophene-3(2H),4'-piperidin)-1'-yl)pentyl)-N-methylbenzenesulfonamide). Isolated yield 42.7%. RXN SMILES: Cl.[NH:2]1[CH2:7][CH2:6][C:5]2([CH2:11][S:10][C:9]3[CH:12]=[CH:13][CH:14]=[CH:15][C:8]2=3)[CH2:4][CH2:3]1.C(N(CC)C(C)C)(C)C.Br[CH2:26][CH2:27][CH2:28][CH:29]([C:42]1[CH:47]=[CH:46][CH:45]=[C:44]([Cl:48])[CH:43]=1)[CH2:30][N:31]([CH3:41])[S:32]([C:35]1[CH:40]=[CH:39][CH:38]=[CH:37][CH:36]=1)(=[O:34])=[O:33]>C(#N)C.[I-].C([N+](CCCC)(CCCC)CCCC)CCC>[Cl:48][C:44]1[CH:43]=[C:42]([CH:29]([CH2:28][CH2:27][CH2:26][N:2]2[CH2:7][CH2:6][C:5]3([CH2:11][S:10][C:9]4[CH:12]=[CH:13][CH:14]=[CH:15][C:8]3=4)[CH2:4][CH2:3]2)[CH2:30][N:31]([CH3:41])[S:32]([C:35]2[CH:36]=[CH:37][CH:38]=[CH:39][CH:40]=2)(=[O:34])=[O:33])[CH:47]=[CH:46][CH:45]=1 |f:0.1,5.6|. Reported procedure: Spiro(benzo[b] thiophene-3(2H),4'-piperidine) hydrochloride (16.5 mg, 0.068 mmol) and N,N-diisopropylethylamine (0.036 mL, 27 mg, 0.21 mmol) were added to a solution of N-(5-bromo-2-(3-chlorophenyl)pentyl)-N-methylbenzenesulfonamide (24.6 mg, 0.057 mmol) in 0.30 mL of acetonitrile, and the mixture was heated in an oil bath at 52° C. After 2 days, tetrabutylammonium iodide (5.5 mg, 0.011 mmol) was added and the reaction was continued for an additional 24 h. Without work-up, the reaction mixture w... Reactants: CN1C(=C(C=2C=CC=CC2S1(=O)=O)O)C(=O)NC=3C=CC=CN3 (piroxicam), yellow solid, C(C)(=O)OC(C)Cl (alpha-chloroethyl acetate). The product is C(C)(=O)OC(C)OC1=C(N(S(C2=C1C=CC=C2)(=O)=O)C)C(=O)NC2=NC=CC=C2 (4-[1-(Acetyloxy)ethoxy]-2-methyl-N-(2-pyridyl)-2H-1,2-benzothiazine-3-carboxamide 1,1-Dioxide). Reaction SMILES: [CH3:1][N:2]1[S:11](=[O:13])(=[O:12])[C:10]2[CH:9]=[CH:8][CH:7]=[CH:6][C:5]=2[C:4]([OH:14])=[C:3]1[C:15]([NH:17][C:18]1[CH:19]=[CH:20][CH:21]=[CH:22][N:23]=1)=[O:16].[C:24]([O:27][CH:28](Cl)[CH3:29])(=[O:26])[CH3:25]>>[C:24]([O:27][CH:28]([O:14][C:4]1[C:5]2[CH:6]=[CH:7][CH:8]=[CH:9][C:10]=2[S:11](=[O:13])(=[O:12])[N:2]([CH3:1])[C:3]=1[C:15]([NH:17][C:18]1[CH:19]=[CH:20][CH:21]=[CH:22][N:23]=1)=[O:16])[CH3:29])(=[O:26])[CH3:25]. Procedure: By the procedure of Example 5, piroxicam (2.00 g, 6.0 mmol) and alpha-chloroethyl acetate (2.22 g, 18.1 mmol) were converted to chromatographed title product, 1.17 g of yellow solid (2.8 mmol, 46.4%) which gave white crystals (1.08 g) upon crystallization from isopropyl alcohol: mp 161°-162° C.; IR (KBr) 1755, 1677 cm-1 ; 1H NMR (CDCl3) delta 1.72 (d, J=6 Hz, 3H), 1.95 (s, 3H), 3.13 (s, 3H), 6.39 (q, J=6 Hz, 1H), 7.07-7.18 (m, 1H), 7.65-7.96 (m, 5H), 8.30-8.42 (m, 2H), 9.52 (br s, 1H); precise m... Reactants: BrC=1C=C(C=CC1F)CC(=O)O ((3-bromo-4-fluoro-phenyl)-acetic acid), [Cu]C#N (copper (I) cyanide). Solvent: C(C)(=O)OCC (ethyl acetate), CN(C)C=O (DMF). Reaction conditions: temperature 130 celsius. Product: C(#N)C=1C=C(C=CC1F)CC(=O)O ((3-Cyano-4-fluoro-phenyl)-acetic acid). The yield is 65.0%. Reaction SMILES: Br[C:2]1[CH:3]=[C:4]([CH2:9][C:10]([OH:12])=[O:11])[CH:5]=[CH:6][C:7]=1[F:8].[Cu][C:14]#[N:15]>CN(C=O)C.C(OCC)(=O)C>[C:14]([C:2]1[CH:3]=[C:4]([CH2:9][C:10]([OH:12])=[O:11])[CH:5]=[CH:6][C:7]=1[F:8])#[N:15]. Procedure details: To a solution of (3-bromo-4-fluoro-phenyl)-acetic acid (10 g, 42.9 mmol) in DMF (65 mL) was added copper (I) cyanide (7.7 g, 85.8 mmol) and heated at 130° C. for 24 hrs. The reaction mixture was cooled to room temperature and diluted with ethyl acetate (250 mL). The organic layer was washed with water (5×50 mL), brine (50 mL), dried over sodium filtered and concentrated under reduced pressure. The crude material was re-crystallized from diethyl ether and hexane to afford the title compound as a ...